Dataset: the Open Reaction Database (ORD), a public repository of structured organic reaction records. Task: describe an organic reaction: reactants, conditions, products, and yield Reactants: NC=O, O=CO, NC1CCN(Cc2ccccc2)C1. Yields the product O=CNC1CCN(Cc2ccccc2)C1. As a reaction SMILES: [CH:14](=[O:15])[NH2:16].[CH:17]([OH:18])=[O:19].[NH2:1][CH:2]1[CH2:3][N:4]([CH2:7][c:8]2[cH:9][cH:10][cH:11][cH:12][cH:13]2)[CH2:5][CH2:6]1>>[NH:1]([CH:2]1[CH2:3][N:4]([CH2:7][c:8]2[cH:9][cH:10][cH:11][cH:12][cH:13]2)[CH2:5][CH2:6]1)[CH:14]=[O:15]. Reactants: ClC1(C(NC2=CC=C(C=C12)Cl)=O)C1=C(C=CC=C1)OC (3,5-dichloro-3-(2-methoxyphenyl)-1,3-dihydro-2H-indol-2-one), N[C@H](C(=O)N(C)C)C(C)C ((2S)-2-amino-N,N,3-trimethyl butanamide). Product: ClC=1C=C2C(C(NC2=CC1)=O)(C1=C(C=CC=C1)OC)N[C@H](C(=O)N(C)C)C(C)C ((2S)-2-{[5-chloro-3-(2-methoxyphenyl)-2-oxo-2,3-dihydro-1H-indol-3-yl]amino}-N,N,3-trimethyl butanamide). As a reaction SMILES: Cl[C:2]1([C:13]2[CH:18]=[CH:17][CH:16]=[CH:15][C:14]=2[O:19][CH3:20])[C:10]2[C:5](=[CH:6][CH:7]=[C:8]([Cl:11])[CH:9]=2)[NH:4][C:3]1=[O:12].[NH2:21][C@@H:22]([CH:28]([CH3:30])[CH3:29])[C:23]([N:25]([CH3:27])[CH3:26])=[O:24]>>[Cl:11][C:8]1[CH:9]=[C:10]2[C:5](=[CH:6][CH:7]=1)[NH:4][C:3](=[O:12])[C:2]2([NH:21][C@@H:22]([CH:28]([CH3:30])[CH3:29])[C:23]([N:25]([CH3:27])[CH3:26])=[O:24])[C:13]1[CH:18]=[CH:17][CH:16]=[CH:15][C:14]=1[O:19][CH3:20]. Procedure details: With 1.92 g of 3,5-dichloro-3-(2-methoxyphenyl)-1,3-dihydro-2H-indol-2-one and 0.99 g of the compound obtained in Step 82-2 as starting materials, respectively 1.07 g (Isomer A, pale yellow solid) and 1.73 g (Isomer B, colorless solid) of two species of diastereoisomers of the title compound were obtained by a similar method to Step 4-2.